describe an organic reaction: reactants, conditions, products, and yield From a dataset of the Open Reaction Database (ORD), a public repository of structured organic reaction records. As a reaction SMILES: [CH2:1]([CH3:2])[O:3][C:4]([CH2:5][c:6]1[cH:7][c:8]([O:21][S:22]([C:23]([F:24])([F:25])[F:26])(=[O:27])=[O:28])[c:9]2[c:10]([n:11]1)[s:12][cH:13][c:14]2-[c:15]1[cH:16][cH:17][cH:18][cH:19][cH:20]1)=[O:29].[CH3:38][c:39]1[cH:40][cH:41][cH:42][cH:43][cH:44]1.[NH2:30][CH2:31][c:32]1[n:33][cH:34][cH:35][cH:36][cH:37]1>>[CH2:1]([CH3:2])[O:3][C:4]([CH2:5][c:6]1[cH:7][c:8]([NH:30][CH2:31][c:32]2[n:33][cH:34][cH:35][cH:36][cH:37]2)[c:9]2[c:10]([n:11]1)[s:12][cH:13][c:14]2-[c:15]1[cH:16][cH:17][cH:18][cH:19][cH:20]1)=[O:29]. The reactants are CCOC(=O)Cc1cc(OS(=O)(=O)C(F)(F)F)c2c(-c3ccccc3)csc2n1, Cc1ccccc1, NCc1ccccn1. Product: CCOC(=O)Cc1cc(NCc2ccccn2)c2c(-c3ccccc3)csc2n1. Reactants: C[Li] (methyllithium), FC(C(=O)OCC)(CCO)F (ethyl 2,2-difluoro-4-hydroxybutanoate), CCOCC (ether). Run at temperature 25 celsius, time 17 hour. Yields the product CC(C(CCO)(F)F)(C)O (4-methyl-3,3-difluoro-1,4-pentanediol). As a reaction SMILES: [CH3:1][Li].[F:3][C:4]([F:13])([CH2:10][CH2:11][OH:12])C(OCC)=O.CC[O:16][CH2:17][CH3:18]>>[CH3:1][C:17]([OH:16])([CH3:18])[C:4]([F:13])([F:3])[CH2:10][CH2:11][OH:12]. Procedure: To a solution of 311 mL of 1.6 M ethereal methyllithium (0.498 mol) of 0° was added dropwise 11.16 g (0.066 mol) of ethyl 2,2-difluoro-4-hydroxybutanoate in 150 mL of ether. The mixture was stirred at 0° C. for 1 hr and at 25° C. for 17 hr. The mixture was quenched by adding 14 mL of saturated brine at 0° C. The mixture was poured into saturated brine and the product was isolated with ether. The ether layers were dried over anhydrous magnesium sulfate, filtered, and evaporated to dryness. The re... The reactants are BrC1=C2C=CN(C2=CC(=C1)C#N)S(=O)(=O)C1=CC=C(C=C1)[N+](=O)[O-] (4-Bromo-1-[(4-nitrophenyl)sulfonyl]-1H-indole-6-carbonitrile), CN1N=C(C(=C1)C)C(=O)NC1=C2C=NN(C2=CC(=C1)[Sn](C)(C)C)S(=O)(=O)C1=CC=CC=C1 (1,4-dimethyl-N-[1-(phenylsulfonyl)-6-(trimethylstannanyl)-1H-indazol-4-yl]-1H-pyrazole-3-carboxamide). Reagents/catalysts: C=1C=CC(=CC1)[P](C=2C=CC=CC2)(C=3C=CC=CC3)[Pd]([P](C=4C=CC=CC4)(C=5C=CC=CC5)C=6C=CC=CC6)([P](C=7C=CC=CC7)(C=8C=CC=CC8)C=9C=CC=CC9)[P](C=1C=CC=CC1)(C=1C=CC=CC1)C=1C=CC=CC1 (Pd(PPh3)4). Run in CN(C)C=O (DMF). Reaction conditions: temperature 120 celsius. Yields the product C(#N)C1=CC(=C2C=CNC2=C1)C1=CC(=C2C=NNC2=C1)NC(=O)C1=NN(C=C1C)C (N-[6-(6-Cyano-1H-indol-4-yl)-1H-indazol-4-yl]-1,4-dimethyl-1H-pyrazole-3-carboxamide). Reaction SMILES: Br[C:2]1[CH:10]=[C:9]([C:11]#[N:12])[CH:8]=[C:7]2[C:3]=1[CH:4]=[CH:5][N:6]2S(C1C=CC([N+]([O-])=O)=CC=1)(=O)=O.[CH3:25][N:26]1[CH:30]=[C:29]([CH3:31])[C:28]([C:32]([NH:34][C:35]2[CH:43]=[C:42]([Sn](C)(C)C)[CH:41]=[C:40]3[C:36]=2[CH:37]=[N:38][N:39]3S(C2C=CC=CC=2)(=O)=O)=[O:33])=[N:27]1>C1C=CC([P]([Pd]([P](C2C=CC=CC=2)(C2C=CC=CC=2)C2C=CC=CC=2)([P](C2C=CC=CC=2)(C2C=CC=CC=2)C2C=CC=CC=2)[P](C2C=CC=CC=2)(C2C=CC=CC=2)C2C=CC=CC=2)(C2C=CC=CC=2)C2C=CC=CC=2)=CC=1.CN(C=O)C>[C:11]([C:9]1[CH:8]=[C:7]2[C:3]([CH:4]=[CH:5][NH:6]2)=[C:2]([C:42]2[CH:41]=[C:40]3[C:36]([CH:37]=[N:38][NH:39]3)=[C:35]([NH:34][C:32]([C:28]3[C:29]([CH3:31])=[CH:30][N:26]([CH3:25])[N:27]=3)=[O:33])[CH:43]=2)[CH:10]=1)#[N:12] |^1:60,62,81,100|. Procedure details: 4-Bromo-1-[(4-nitrophenyl)sulfonyl]-1H-indole-6-carbonitrile (70 mg), 1,4-dimethyl-N-[1-(phenylsulfonyl)-6-(trimethylstannanyl)-1H-indazol-4-yl]-1H-pyrazole-3-carboxamide (51 mg) and Pd(PPh3)4 (22 mg) were weighed to a microwave vial and DMF (1 ml) was added. The reaction was heated at 120° C. for 1 h, then cooled and passed through a silica (1 g) cartridge, which had been pre-washed with methanol and washed through with methanol:DCM. The solvent was dried under nitrogen blowdown. The residue wa... Reactants: O=C([O-])O, CC(C)=O, Cl, [Na+], O=C(CS(=O)Cc1ccco1)NCCCOc1cccc(C2OCCO2)c1. Yields the product O=Cc1cccc(OCCCNC(=O)CS(=O)Cc2ccco2)c1. Reaction SMILES: [C:29](=[O:30])([O-:31])[OH:32].[CH3:34][C:35](=[O:36])[CH3:37].[ClH:28].[Na+:33].[O:1]1[CH:2]([c:6]2[cH:7][c:8]([O:9][CH2:10][CH2:11][CH2:12][NH:13][C:14]([CH2:15][S:16](=[O:17])[CH2:18][c:19]3[cH:20][cH:21][cH:22][o:23]3)=[O:24])[cH:25][cH:26][cH:27]2)[O:5][CH2:4][CH2:3]1>>[O:1]=[CH:2][c:6]1[cH:7][c:8]([O:9][CH2:10][CH2:11][CH2:12][NH:13][C:14]([CH2:15][S:16](=[O:17])[CH2:18][c:19]2[cH:20][cH:21][cH:22][o:23]2)=[O:24])[cH:25][cH:26][cH:27]1. The product is COc1ccc(CN2C(=O)c3c(Cl)nc(NC4CCCCC4NC(=O)OC(C)(C)C)c(F)c3C2(C)C)c(OC)c1. Reaction SMILES: [CH2:42]([N:43]([CH:44]([CH3:45])[CH3:46])[CH:47]([CH3:48])[CH3:49])[CH3:50].[Cl:1][c:2]1[n:3][c:4]([Cl:26])[c:5]([F:25])[c:6]2[c:7]1[C:8](=[O:24])[N:9]([CH2:13][c:14]1[c:15]([O:22][CH3:23])[cH:16][c:17]([O:20][CH3:21])[cH:18][cH:19]1)[C:10]2([CH3:11])[CH3:12].[NH2:27][CH:28]1[CH:29]([NH:34][C:35]([O:36][C:37]([CH3:38])([CH3:39])[CH3:40])=[O:41])[CH2:30][CH2:31][CH2:32][CH2:33]1>>[Cl:1][c:2]1[n:3][c:4]([NH:27][CH:28]2[CH:29]([NH:34][C:35]([O:36][C:37]([CH3:38])([CH3:39])[CH3:40])=[O:41])[CH2:30][CH2:31][CH2:32][CH2:33]2)[c:5]([F:25])[c:6]2[c:7]1[C:8](=[O:24])[N:9]([CH2:13][c:14]1[c:15]([O:22][CH3:23])[cH:16][c:17]([O:20][CH3:21])[cH:18][cH:19]1)[C:10]2([CH3:11])[CH3:12]. Reactants: CCN(C(C)C)C(C)C, COc1ccc(CN2C(=O)c3c(Cl)nc(Cl)c(F)c3C2(C)C)c(OC)c1, CC(C)(C)OC(=O)NC1CCCCC1N. Starting materials: CC1(Cn2cc([N+](=O)[O-])nc2Cl)CO1, FC(F)(F)Oc1ccc(NC2CCNCC2)cc1. Product: CC(O)(CN1CCC(Nc2ccc(OC(F)(F)F)cc2)CC1)Cn1cc([N+](=O)[O-])nc1Cl. As a reaction SMILES: [Cl:1][c:2]1[n:3]([CH2:10][C:11]2([CH3:14])[O:12][CH2:13]2)[cH:4][c:5]([N+:7](=[O:8])[O-:9])[n:6]1.[NH:15]1[CH2:16][CH2:17][CH:18]([NH:21][c:22]2[cH:23][cH:24][c:25]([O:28][C:29]([F:30])([F:31])[F:32])[cH:26][cH:27]2)[CH2:19][CH2:20]1>>[Cl:1][c:2]1[n:3]([CH2:10][C:11]([OH:12])([CH2:13][N:15]2[CH2:16][CH2:17][CH:18]([NH:21][c:22]3[cH:23][cH:24][c:25]([O:28][C:29]([F:30])([F:31])[F:32])[cH:26][cH:27]3)[CH2:19][CH2:20]2)[CH3:14])[cH:4][c:5]([N+:7](=[O:8])[O-:9])[n:6]1.